Dataset: the Open Reaction Database (ORD), a public repository of structured organic reaction records. Task: describe an organic reaction: reactants, conditions, products, and yield Reactants: ClC1=C(C=CC=C1)C(CCCCN1CCC(CC1)C=1C=C(C=CC1)NC(C(C)C)=O)=O (N-(3-{1-[5-(2-chlorophenyl)-5-oxopentyl]-4-piperidinyl}phenyl)-2-methylpropanamide), Cl.C1(=CC=CC=C1)N(N)C1=CC=CC=C1 (1,1-diphenylhydrazine hydrochloride). The product is ClC1=C(C=CC=C1)C=1N(C2=CC=CC=C2C1CCCN1CCC(CC1)C=1C=C(C=CC1)NC(C(C)C)=O)C1=CC=CC=C1 (N-[3-(1-{3-[2-(2-CHLOROPHENYL)-1-PHENYL-1H-INDOL-3-YL]PROPYL}-4-PIPERIDINYL)PHENYL]-2-METHYLPROPANAMIDE). RXN SMILES: [Cl:1][C:2]1[CH:7]=[CH:6][CH:5]=[CH:4][C:3]=1[C:8](=O)[CH2:9][CH2:10][CH2:11][CH2:12][N:13]1[CH2:18][CH2:17][CH:16]([C:19]2[CH:20]=[C:21]([NH:25][C:26](=[O:30])[CH:27]([CH3:29])[CH3:28])[CH:22]=[CH:23][CH:24]=2)[CH2:15][CH2:14]1.Cl.[C:33]1([N:39]([C:41]2[CH:46]=[CH:45][CH:44]=[CH:43][CH:42]=2)N)[CH:38]=[CH:37][CH:36]=[CH:35][CH:34]=1>>[Cl:1][C:2]1[CH:7]=[CH:6][CH:5]=[CH:4][C:3]=1[C:8]1[N:39]([C:41]2[CH:46]=[CH:45][CH:44]=[CH:43][CH:42]=2)[C:33]2[C:34]([C:9]=1[CH2:10][CH2:11][CH2:12][N:13]1[CH2:18][CH2:17][CH:16]([C:19]3[CH:20]=[C:21]([NH:25][C:26](=[O:30])[CH:27]([CH3:29])[CH3:28])[CH:22]=[CH:23][CH:24]=3)[CH2:15][CH2:14]1)=[CH:35][CH:36]=[CH:37][CH:38]=2 |f:1.2|. Procedure: Prepared by Procedure E and Scheme M using N-(3-{1-[5-(2-chlorophenyl)-5-oxopentyl]-4-piperidinyl}phenyl)-2-methylpropanamide and 1,1-diphenylhydrazine hydrochloride: ESMS m/e: 590.2 (M+H)+. Run in N1=CC=CC=C1 (pyridine). As a reaction SMILES: [OH:1][C:2]1[CH:9]=[CH:8][C:5]([CH:6]=[O:7])=[CH:4][CH:3]=1.[C:10](OC(=O)C)(=[O:12])[CH3:11]>N1C=CC=CC=1>[C:10]([O:1][C:2]1[CH:9]=[CH:8][C:5]([CH:6]=[O:7])=[CH:4][CH:3]=1)(=[O:12])[CH3:11]. Reactants: OC1=CC=C(C=O)C=C1 (4-hydroxybenzaldehyde), C(C)(=O)OC(C)=O (acetic anhydride), resultant mixture. Reported procedure: To the solution of 4-hydroxybenzaldehyde (10.0 g, 81.9 mmol) in 150 ml of pyridine was added acetic anhydride (60 ml). The resultant mixture was stirred at room temperature for 2 hours. After removal of the solvent, the compound was purified by flash chromatography using heptane/methylene chloride/ethyl acetate (20/20/10) as eluent in a yield of 93%. Yield: 93.0%. Product: C(C)(=O)OC1=CC=C(C=C1)C=O (4-formylphenol acetate). Starting materials: S1C(=CC=C1)C(N)=S (2-thiophenecarbothioamide), [K].ClC(=O)CC(=O)OCC (ethyl chloroformylacetate potassium salt), C(C)O (ethanol), [K].ClC(=O)CC(=O)OCC (ethyl chloroformylacetate potassium salt). Run in C(C)(=O)O (Acetic acid), C(C)(=O)O (acetic acid). Conditions: time 20 hour. Yields the product S1C(=CC=C1)C=1SC(=CN1)C(=O)OCC (ethyl 2-(2-thienyl)-5-thiazolecarboxylate). Isolated yield 62.5%. RXN SMILES: [S:1]1[CH:5]=[CH:4][CH:3]=[C:2]1[C:6](=[S:8])[NH2:7].[K].Cl[C:11]([CH2:13][C:14]([O:16][CH2:17][CH3:18])=[O:15])=O.C(O)C>C(O)(=O)C>[S:1]1[CH:5]=[CH:4][CH:3]=[C:2]1[C:6]1[S:8][C:13]([C:14]([O:16][CH2:17][CH3:18])=[O:15])=[CH:11][N:7]=1 |f:1.2,^1:8|. Procedure: Acetic acid (3.78 ml) was added to a stirred mixture of 2-thiophenecarbothioamide (3.15 g), ethyl chloroformylacetate potassium salt (6.23 g) and ethanol (60 ml). Afte refluxing for 4 h, ethyl chloroformylacetate potassium salt (4.15 g) and acetic acid (2.52 ml) were added, and then the refluxing was continued for further 20 h. The reaction mixture was concentrated, diluted with saturated aqueous sodium bicarbonate, and extracted with ethyl acetate. The ethyl acetate layer was washed with water,... The reactants are ClC=1N=C(C2=C(N1)CN(C2)CC2CC2)N2[C@H](COCC2)C ((S)-4-(2-chloro-6-(cyclopropylmethyl)-6,7-dihydro-5H-pyrrolo[3,4-d]pyrimidin-4-yl)-3-methylmorpholine), CC1(OB(OC1(C)C)C1=CC=C(C=C1)NC(=O)N)C (1-(4-(4,4,5,5-tetramethyl-1,3,2-dioxaborolan-2-yl)phenyl)urea). Yields the product C1(CC1)CN1CC=2N=C(N=C(C2C1)N1[C@H](COCC1)C)C1=CC=C(C=C1)NC(=O)N ((S)-1-(4-(6-(cyclopropylmethyl)-4-(3-methylmorpholino)-6,7-dihydro-5H-pyrrolo[3,4-d]pyrimidin-2-yl)phenyl)urea). RXN SMILES: Cl[C:2]1[N:3]=[C:4]([N:15]2[CH2:20][CH2:19][O:18][CH2:17][C@@H:16]2[CH3:21])[C:5]2[CH2:10][N:9]([CH2:11][CH:12]3[CH2:14][CH2:13]3)[CH2:8][C:6]=2[N:7]=1.CC1(C)C(C)(C)OB([C:30]2[CH:35]=[CH:34][C:33]([NH:36][C:37]([NH2:39])=[O:38])=[CH:32][CH:31]=2)O1>>[CH:12]1([CH2:11][N:9]2[CH2:10][C:5]3[C:4]([N:15]4[CH2:20][CH2:19][O:18][CH2:17][C@@H:16]4[CH3:21])=[N:3][C:2]([C:30]4[CH:35]=[CH:34][C:33]([NH:36][C:37]([NH2:39])=[O:38])=[CH:32][CH:31]=4)=[N:7][C:6]=3[CH2:8]2)[CH2:14][CH2:13]1. Procedure: Method as described for example 47 using intermediate 8 and 1-(4-(4,4,5,5-tetramethyl-1,3,2-dioxaborolan-2-yl)phenyl)urea as starting materials. Purified by prep. LCMS (high pH) and (low pH).